Dataset: the Open Reaction Database (ORD), a public repository of structured organic reaction records. Task: describe an organic reaction: reactants, conditions, products, and yield Reaction conditions: time 2 day. The reactants are COC1=CC=C(C=C1)C=1N=C(SC1C1=CC=C(C=C1)OC)C1=CC=NC=C1 (4,5-bis(4-methoxyphenyl)-2-(4-pyridyl)thiazole), CI (methyl iodide). Yields the product COC1=CC=C(C=C1)C=1N=C(SC1C1=CC=C(C=C1)OC)C1=CCN(CC1)C (4,5-bis(4-methoxyphenyl)-2-(1-methyl-1,2,5,6-tetrahydro-4-pyridyl)thiazole). Reaction SMILES: [CH3:1][O:2][C:3]1[CH:8]=[CH:7][C:6]([C:9]2[N:10]=[C:11]([C:22]3[CH:27]=[CH:26][N:25]=[CH:24][CH:23]=3)[S:12][C:13]=2[C:14]2[CH:19]=[CH:18][C:17]([O:20][CH3:21])=[CH:16][CH:15]=2)=[CH:5][CH:4]=1.[CH3:28]I>C(Cl)(Cl)Cl.CO>[CH3:1][O:2][C:3]1[CH:4]=[CH:5][C:6]([C:9]2[N:10]=[C:11]([C:22]3[CH2:27][CH2:26][N:25]([CH3:28])[CH2:24][CH:23]=3)[S:12][C:13]=2[C:14]2[CH:19]=[CH:18][C:17]([O:20][CH3:21])=[CH:16][CH:15]=2)=[CH:7][CH:8]=1. Run in C(Cl)(Cl)Cl (chloroform), CO (methanol). Reported procedure: A solution of 4,5-bis(4-methoxyphenyl)-2-(4-pyridyl)thiazole (1.78 g) and methyl iodide (2.96 ml) in a mixture of chloroform and methanol (5:2) (28 ml) was allowed to stand at ambient temperature for 2 days. The reaction mixture was evaporated in vacuo and the residue containing 4-[4,5-bis(4-methoxyphenyl)thiazol-2-yl]-1-methylpyridinium iodide was dissolved in a mixture of methanol (20 ml). To the resulting solution was added portionwise sodium borohydride (0.54 g) with stirring at 5° to 10° C.... Reactants: C1CCOC1, COc1ccc(C=O)cc1, [Cl-], [H-], CCOP(=O)(Cc1cccc(I)c1)OCC, [NH4+], [Na+]. Product: COc1ccc(C=Cc2cccc(I)c2)cc1. As a reaction SMILES: [CH2:31]1[O:32][CH2:33][CH2:34][CH2:35]1.[CH:19]([c:20]1[cH:21][cH:22][c:23]([O:26][CH3:27])[cH:24][cH:25]1)=[O:28].[Cl-:29].[H-:2].[I:3][c:4]1[cH:5][c:6]([CH2:7][P:8](=[O:9])([O:10][CH2:11][CH3:12])[O:13][CH2:14][CH3:15])[cH:16][cH:17][cH:18]1.[NH4+:30].[Na+:1]>>[I:3][c:4]1[cH:5][c:6]([CH:7]=[CH:19][c:20]2[cH:21][cH:22][c:23]([O:26][CH3:27])[cH:24][cH:25]2)[cH:16][cH:17][cH:18]1. Reactants: C(CC(C)C)(=O)O (isovaleric acid), CCN=C=NCCCN(C)C.Cl (EDC.HCl), C=1C=CC2=C(C1)N=NN2O (HOBt), TEA, FC(C(=O)O)(F)F.FC1=C(C(=O)N)C=CC(=C1)C=1C=CC2=C(N=C(O2)C2CCNCC2)C1 (2-Fluoro-4-(2-(piperidin-4-yl)-benzo[d]oxazol-5-yl)-benzamide 2,2,2-trifluoroacetate). Run in CN(C)C=O (DMF), O (water). Product: FC1=C(C(=O)N)C=CC(=C1)C=1C=CC2=C(N=C(O2)C2CCN(CC2)C(CC(C)C)=O)C1 (2-Fluoro-4-{2-[1-(3-methylbutanoyl)piperidin-4-yl]benzo[d]oxazol-5-yl}benzamide). Yield: 15.2%. Reaction SMILES: FC(F)(F)C(O)=O.[F:8][C:9]1[CH:17]=[C:16]([C:18]2[CH:19]=[CH:20][C:21]3[O:25][C:24]([CH:26]4[CH2:31][CH2:30][NH:29][CH2:28][CH2:27]4)=[N:23][C:22]=3[CH:32]=2)[CH:15]=[CH:14][C:10]=1[C:11]([NH2:13])=[O:12].[C:33](O)(=[O:38])[CH2:34][CH:35]([CH3:37])[CH3:36].CCN=C=NCCCN(C)C.Cl.C1C=CC2N(O)N=NC=2C=1>CN(C=O)C.O>[F:8][C:9]1[CH:17]=[C:16]([C:18]2[CH:19]=[CH:20][C:21]3[O:25][C:24]([CH:26]4[CH2:31][CH2:30][N:29]([C:33](=[O:38])[CH2:34][CH:35]([CH3:37])[CH3:36])[CH2:28][CH2:27]4)=[N:23][C:22]=3[CH:32]=2)[CH:15]=[CH:14][C:10]=1[C:11]([NH2:13])=[O:12] |f:0.1,3.4|. Procedure details: Tert-butyl 4-[5-(4-carbamoyl-3-fluorophenyl)benzo[d]oxazol-2-yl]piperidine-1-carboxylate (140 mg, 0.32 mmol) dissolved in DCM (25 ml) and added trifluoroacetic acid (1 ml). This mixture stirred at rt for 3 h. After completion of the reaction, DCM removed on rotavapour and residue was co-distilled with ether to obtain 2-fluoro-4-(2-(piperidin-4-yl)-benzo[d]oxazol-5-yl)-benzamide 2,2,2-trifluoroacetate (140 mg). 2-Fluoro-4-(2-(piperidin-4-yl)-benzo[d]oxazol-5-yl)-benzamide 2,2,2-trifluoroacetate (... Reactants: C(C1=CC=CC=C1)ONC(=O)[C@@H](CCCC1=CC=CC=C1)[C@H](C(=O)NN1C(N(CC1=O)CCN(C)C)=O)CC(C)C (2(R)-[1(S)-(benzyloxycarbamoyl)-4-phenylbutyl]-N-[3-[2-(dimethylamino)ethyl]-2,5-dioxo-1-imidazolidinyl]-4-methylvaleramide). Reagents/catalysts: [Pd] (palladium-on-carbon). The solvent is CO (methanol). The product is ONC(=O)[C@@H](CCCC1=CC=CC=C1)[C@H](C(=O)NN1C(N(CC1=O)CCN(C)C)=O)CC(C)C (2(R)-[1(S)-(Hydroxycarbamoyl)-4-phenylbutyl]-N-[3-[2-(dimethylamino)ethyl]-2,5-dioxo-1-imidazolidinyl]-4-methylvaleramide). Isolated yield 93.6%. RXN SMILES: C([O:8][NH:9][C:10]([C@H:12]([C@@H:22]([CH2:38][CH:39]([CH3:41])[CH3:40])[C:23]([NH:25][N:26]1[C:30](=[O:31])[CH2:29][N:28]([CH2:32][CH2:33][N:34]([CH3:36])[CH3:35])[C:27]1=[O:37])=[O:24])[CH2:13][CH2:14][CH2:15][C:16]1[CH:21]=[CH:20][CH:19]=[CH:18][CH:17]=1)=[O:11])C1C=CC=CC=1>CO.[Pd]>[OH:8][NH:9][C:10]([C@H:12]([C@@H:22]([CH2:38][CH:39]([CH3:41])[CH3:40])[C:23]([NH:25][N:26]1[C:30](=[O:31])[CH2:29][N:28]([CH2:32][CH2:33][N:34]([CH3:35])[CH3:36])[C:27]1=[O:37])=[O:24])[CH2:13][CH2:14][CH2:15][C:16]1[CH:17]=[CH:18][CH:19]=[CH:20][CH:21]=1)=[O:11]. Procedure: A solution of 0.061 g of 2(R)-[1(S)-(benzyloxycarbamoyl)-4-phenylbutyl]-N-[3-[2-(dimethylamino)ethyl]-2,5-dioxo-1-imidazolidinyl]-4-methylvaleramide in 10 ml of methanol was hydrogenated in the presence of 0.005 g of 10% palladium-on-carbon for 3 hours. The catalyst was removed by filtration and evaporation gave 0.048 g of 2(R)-[1(S)-(Hydroxycarbamoyl)-4-phenylbutyl]-N-[3-[2-(dimethylamino)ethyl]-2,5-dioxo-1-imidazolidinyl]-4-methylvaleramide in the form of a white solid. The reactants are [OH-].[Na+] (sodium hydroxide), CC1=C(C(=CC(=C1)O[C@H]1CN(CC1)S(=O)(=O)C)C)C1=CC(=CC=C1)COC1=CC2=C([C@@H](CO2)CC(=O)OC)C=C1 (methyl 2-((S)-6-((2′,6′-dimethyl-4′-(((R)-1-(methylsulfonyl)pyrrolidin-3-yl)oxy)biphenyl-3-yl)methoxy)-2,3-dihydrobenzofuran-3-yl)acetate), C(CC(O)(C(=O)O)CC(=O)O)(=O)O (citric acid). Run in CO (methanol). Conditions: time 2 hour. The product is CC1=C(C(=CC(=C1)O[C@H]1CN(CC1)S(=O)(=O)C)C)C1=CC(=CC=C1)COC1=CC2=C([C@@H](CO2)CC(=O)O)C=C1 (2-((S)-6-((2′,6′-dimethyl-4′-(((R)-1-(methylsulfonyl)pyrrolidin-3-yl)oxy)biphenyl-3-yl)methoxy)-2,3-dihydrobenzofuran-3-yl)acetic acid). The yield is 97.6%. As a reaction SMILES: [CH3:1][C:2]1[CH:7]=[C:6]([O:8][C@@H:9]2[CH2:13][CH2:12][N:11]([S:14]([CH3:17])(=[O:16])=[O:15])[CH2:10]2)[CH:5]=[C:4]([CH3:18])[C:3]=1[C:19]1[CH:24]=[CH:23][CH:22]=[C:21]([CH2:25][O:26][C:27]2[CH:40]=[CH:39][C:30]3[C@H:31]([CH2:34][C:35]([O:37]C)=[O:36])[CH2:32][O:33][C:29]=3[CH:28]=2)[CH:20]=1.[OH-].[Na+].C(O)(=O)CC(CC(O)=O)(C(O)=O)O>CO>[CH3:18][C:4]1[CH:5]=[C:6]([O:8][C@@H:9]2[CH2:13][CH2:12][N:11]([S:14]([CH3:17])(=[O:16])=[O:15])[CH2:10]2)[CH:7]=[C:2]([CH3:1])[C:3]=1[C:19]1[CH:24]=[CH:23][CH:22]=[C:21]([CH2:25][O:26][C:27]2[CH:40]=[CH:39][C:30]3[C@H:31]([CH2:34][C:35]([OH:37])=[O:36])[CH2:32][O:33][C:29]=3[CH:28]=2)[CH:20]=1 |f:1.2|. Procedure: Methyl 2-((S)-6-((2′,6′-dimethyl-4′-(((R)-1-(methylsulfonyl)pyrrolidin-3-yl)oxy)biphenyl-3-yl)methoxy)-2,3-dihydrobenzofuran-3-yl)acetate 11d (71 mg, 0.13 mmol) was dissolved in 10 mL of methanol, followed by addition of 2M aqueous sodium hydroxide solution (0.5 mL, 1 mmol). The reaction solution was stirred for 2 hours. To the resulting solution, 1M citric acid was added dropwise to adjust the pH to 4˜5. The organic phase was dried with anhydrous magnesium sulphate and filtered. The filtrate wa... Yields the product C(C)C1C(CCC(C(OC(C2CCCCN2C(C(C2(C(CC(C(C(CC(CC(=C1)C)C)OC)O2)OC)C)O)=O)=O)=O)C(=CC2CC(C(CC2)OS(=O)(=O)C2=C(C=CC=C2)[N+](=O)[O-])OCCC)C)C)=O (17-ethyl-1-hydroxy-12-[2'-[4"-(2"'-nitrobenzenesulfonyloxy)-3"-n-propyloxycyclohexyl]-1'-methylvinyl]-23,25-dimethoxy-13,19,21,27-tetramethyl-11,28-dioxa-4-azatricyclo[22.3.1.04,9 ]octacos-18-ene-2,3,10,16-tetraone). Reaction SMILES: [CH2:1]([CH:3]1[CH:29]=[C:28]([CH3:30])[CH2:27][CH:26]([CH3:31])[CH2:25][CH:24]([O:32][CH3:33])[CH:23]2[O:34][C:19]([OH:38])([CH:20]([CH3:37])[CH2:21][CH:22]2[O:35][CH3:36])[C:18](=[O:39])[C:17](=[O:40])[N:16]2[CH:11]([CH2:12][CH2:13][CH2:14][CH2:15]2)[C:10](=[O:41])[O:9][CH:8]([C:42]([CH3:55])=[CH:43][CH:44]2[CH2:49][CH2:48][CH:47]([OH:50])[CH:46]([O:51][CH2:52][CH2:53][CH3:54])[CH2:45]2)[CH:7]([CH3:56])[CH2:6][CH2:5][C:4]1=[O:57])[CH3:2].C(N(C(C)C)CC)(C)C.[N+:67]([C:70]1[CH:75]=[CH:74][CH:73]=[CH:72][C:71]=1[S:76](Cl)(=[O:78])=[O:77])([O-:69])=[O:68]>C(Cl)Cl.CN(C)C1C=CN=CC=1>[CH2:1]([CH:3]1[CH:29]=[C:28]([CH3:30])[CH2:27][CH:26]([CH3:31])[CH2:25][CH:24]([O:32][CH3:33])[CH:23]2[O:34][C:19]([OH:38])([CH:20]([CH3:37])[CH2:21][CH:22]2[O:35][CH3:36])[C:18](=[O:39])[C:17](=[O:40])[N:16]2[CH:11]([CH2:12][CH2:13][CH2:14][CH2:15]2)[C:10](=[O:41])[O:9][CH:8]([C:42]([CH3:55])=[CH:43][CH:44]2[CH2:49][CH2:48][CH:47]([O:50][S:76]([C:71]3[CH:72]=[CH:73][CH:74]=[CH:75][C:70]=3[N+:67]([O-:69])=[O:68])(=[O:77])=[O:78])[CH:46]([O:51][CH2:52][CH2:53][CH3:54])[CH2:45]2)[CH:7]([CH3:56])[CH2:6][CH2:5][C:4]1=[O:57])[CH3:2]. Procedure details: To a solution of 17-ethyl-1-hydroxy-12-[2'-(4"-hydroxy-3"-n-propyloxycyclohexyl)-1'-methylvinyl]-23,25-dimethoxy-13,19,21,27-tetramethyl-11,28-dioxa-4-azatricyclo[22.3.1.04,9 ]octacos-18-ene-2,3,10,16-tetraone (130 mg, Example 50) in dry methylene chloride (2 ml) was added diisopropylethylamine (67 μl) followed by 2-nitrobenzenesulonyl chloride (72 mg), then 4-dimethylaminopyridine (47 mg). The yellow solution was stirred at room temperature under nitrogen atmosphere for 16 h, then quenched with... Reactants: C(C)C1C(CCC(C(OC(C2CCCCN2C(C(C2(C(CC(C(C(CC(CC(=C1)C)C)OC)O2)OC)C)O)=O)=O)=O)C(=CC2CC(C(CC2)O)OCCC)C)C)=O (17-Ethyl-1-hydroxy-12-[2'-(4"-hydroxy-3"-n-propyloxycyclohexyl)-1'-methylvinyl]-23,25-dimethoxy-13,19,21,27-tetramethyl-11,28-dioxa-4-azatricyclo[22.3.1.04,9 ]octacos-18-ene-2,3,10,16-tetraone), C(C)(C)N(CC)C(C)C (diisopropylethylamine), [N+](=O)([O-])C1=C(C=CC=C1)S(=O)(=O)Cl (2-nitrobenzenesulonyl chloride). The solvent is C(Cl)Cl (methylene chloride). Reaction conditions: time 16 hour. The reagents and catalysts are CN(C1=CC=NC=C1)C (4-dimethylaminopyridine). Starting materials: O=c1ccccn1C(=S)n1ccccc1=O, Nc1cc(F)c(-n2cnc(Cl)c2)c(F)c1, ClCCl, Nc1cc(F)c(-n2ccnc2)c(F)c1. Product: Fc1cc(N=C=S)cc(F)c1-n1cnc(Cl)c1. Reaction SMILES: [C:30](=[S:31])([n:32]1[cH:33][cH:34][cH:35][cH:36][c:37]1=[O:38])[n:39]1[cH:40][cH:41][cH:42][cH:43][c:44]1=[O:45].[Cl:15][c:16]1[n:17][cH:18][n:19](-[c:21]2[c:22]([F:29])[cH:23][c:24]([NH2:25])[cH:26][c:27]2[F:28])[cH:20]1.[Cl:46][CH2:47][Cl:48].[F:1][c:2]1[cH:3][c:4]([NH2:14])[cH:5][c:6]([F:7])[c:8]1-[n:9]1[cH:10][cH:11][n:12][cH:13]1>>[Cl:15][c:16]1[n:17][cH:18][n:19](-[c:21]2[c:22]([F:29])[cH:23][c:24]([N:25]=[C:30]=[S:31])[cH:26][c:27]2[F:28])[cH:20]1.